From a dataset of the Open Reaction Database (ORD), a public repository of structured organic reaction records. describe an organic reaction: reactants, conditions, products, and yield The reactants are C(CCCCCCC)C1CC2=CC=C(C=C2C1)C1=NC=C(C=N1)C1=CC=C(C=C1)O (2-octyl-5-[5-(4-hydroxyphenyl)pyrimidine-2-yl]indan), ice water, [OH-].[K+] (potassium hydroxide), C1(=CC=C(C=C1)S(=O)(=O)OCC(CCCCCC)F)C (2-fluorooctyl p-toluenesulfonate). Solvent: C(CCC)O (n-butanol). Yields the product C(CCCCCCC)C1CC2=CC=C(C=C2C1)C1=NC=C(C=N1)C1=CC=C(C=C1)OCC(CCCCCC)F (2-octyl-5-[5-{4-(2-fluorooctyloxy)phenyl)pyrimidine-2-yl]indan). Yield: 63.4%. Reaction SMILES: [CH2:1]([CH:9]1[CH2:17][C:16]2[C:11](=[CH:12][CH:13]=[C:14]([C:18]3[N:23]=[CH:22][C:21]([C:24]4[CH:29]=[CH:28][C:27]([OH:30])=[CH:26][CH:25]=4)=[CH:20][N:19]=3)[CH:15]=2)[CH2:10]1)[CH2:2][CH2:3][CH2:4][CH2:5][CH2:6][CH2:7][CH3:8].[OH-].[K+].C1(C)C=CC(S(O[CH2:43][CH:44]([F:51])[CH2:45][CH2:46][CH2:47][CH2:48][CH2:49][CH3:50])(=O)=O)=CC=1>C(O)CCC>[CH2:1]([CH:9]1[CH2:17][C:16]2[C:11](=[CH:12][CH:13]=[C:14]([C:18]3[N:23]=[CH:22][C:21]([C:24]4[CH:29]=[CH:28][C:27]([O:30][CH2:43][CH:44]([F:51])[CH2:45][CH2:46][CH2:47][CH2:48][CH2:49][CH3:50])=[CH:26][CH:25]=4)=[CH:20][N:19]=3)[CH:15]=2)[CH2:10]1)[CH2:2][CH2:3][CH2:4][CH2:5][CH2:6][CH2:7][CH3:8] |f:1.2|. Procedure details: 0.25 g (0.62 mM) of 2-octyl-5-[5-(4-hydroxyphenyl)pyrimidine-2-yl]indan, 0.05 g (0.76 mM) of 85%-potassium hydroxide, 0.23 g (0.76 mM) of 2-fluorooctyl p-toluenesulfonate and 5 ml of n-butanol were placed in a 20 ml-round bottomed flask, followed by heat-refluxing for 7 hours under stirring. After the reaction, the reaction mixture was poured into ice water. The resultant insoluble matter was recovered by filtration and washed with methanol, followed by purification by silica gel column chromato... The product is BrC=1C(=CC=C2C(=CC(=NC12)C=1SC=CN1)OC1CN2C(CCCCCCC=CC3CC3(NC(C2C1)=O)C(=O)O)=O)OC (18-[8-bromo-7-methoxy-2-(thiazol-2-yl)quinolin-4-yloxy]-2,15-dioxo-3,16-diazatricyclo[14.3.0.04,6]nonadec-7-ene-4-carboxylic acid). As a reaction SMILES: [Br:1][C:2]1[C:3]([O:18][CH3:19])=[CH:4][CH:5]=[C:6]2[C:11]=1[N:10]=[C:9]([C:12]1[S:13][CH:14]=[CH:15][N:16]=1)[CH:8]=[C:7]2[OH:17].C(C1N=C(C2C=C(O[CH:39]3[CH2:57][CH:56]4[N:41]([C:42](=[O:62])[CH2:43][CH2:44][CH2:45][CH2:46][CH2:47][CH2:48][CH:49]=[CH:50][CH:51]5[C:53]([C:59]([OH:61])=[O:60])([NH:54][C:55]4=[O:58])[CH2:52]5)[CH2:40]3)C3C(=CC(OC)=CC=3)N=2)SC=1)(C)C>>[Br:1][C:2]1[C:3]([O:18][CH3:19])=[CH:4][CH:5]=[C:6]2[C:11]=1[N:10]=[C:9]([C:12]1[S:13][CH:14]=[CH:15][N:16]=1)[CH:8]=[C:7]2[O:17][CH:39]1[CH2:57][CH:56]2[N:41]([C:42](=[O:62])[CH2:43][CH2:44][CH2:45][CH2:46][CH2:47][CH2:48][CH:49]=[CH:50][CH:51]3[C:53]([C:59]([OH:61])=[O:60])([NH:54][C:55]2=[O:58])[CH2:52]3)[CH2:40]1. The reactants are BrC=1C(=CC=C2C(=CC(=NC12)C=1SC=CN1)O)OC (8-bromo-4-hydroxy-7-methoxy-2-(thiazol-2-yl)quinoline), intermediate 7, C(C)(C)C=1N=C(SC1)C1=NC2=CC(=CC=C2C(=C1)OC1CN2C(CCCCCCC=CC3CC3(NC(C2C1)=O)C(=O)O)=O)OC (18-[2-[4-(isopropyl)thiazol-2-yl]-7-methoxyquinolin-4-yloxy]-2,15-dioxo-3,16-diazatricyclo[14.3.0.04,6]nonadec-7-ene-4-carboxylic acid). Reported procedure: The title compound was prepared from 8-bromo-4-hydroxy-7-methoxy-2-(thiazol-2-yl)quinoline (40) and intermediate 7 following the procedure (Step F-H) reported for 18-[2-[4-(isopropyl)thiazol-2-yl]-7-methoxyquinolin-4-yloxy]-2,15-dioxo-3,16-diazatricyclo[14.3.0.04,6]nonadec-7-ene-4-carboxylic acid 10: m/z=670 (M+H)+. Starting materials: C(CC)[C@@H]1CC[C@H](CC1)[C@@H]1CC[C@H](CC1)C(=O)NN (trans-4-(trans-4-n-propylcyclohexyl)cyclohexanecarbohydrazide), C(CCC)(=O)Cl (butyryl chloride), ice water, compound, COC=1C=CC(=CC1)P2(=S)SP(=S)(S2)C=3C=CC(=CC3)OC (Lawesson's reagent). The solvent is N1=CC=CC=C1 (pyridine), C1CCOC1 (THF). Reaction conditions: time 2 hour. Yields the product C(CC)[C@@H]1CC[C@H](CC1)[C@@H]1CC[C@H](CC1)C=1SC(=NN1)CCC (2-[trans-4-(trans-4-n-propylcyclohexyl)cyclohexyl]-5-propyl-1,3,4-thiadiazole). As a reaction SMILES: [CH2:1]([C@H:4]1[CH2:9][CH2:8][C@H:7]([C@H:10]2[CH2:15][CH2:14][C@H:13]([C:16]([NH:18][NH2:19])=O)[CH2:12][CH2:11]2)[CH2:6][CH2:5]1)[CH2:2][CH3:3].[C:20](Cl)(=O)[CH2:21][CH2:22][CH3:23].COC1C=CC(P2(SP(C3C=CC(OC)=CC=3)(=S)S2)=[S:35])=CC=1>N1C=CC=CC=1.C1COCC1>[CH2:1]([C@H:4]1[CH2:9][CH2:8][C@H:7]([C@H:10]2[CH2:15][CH2:14][C@H:13]([C:16]3[S:35][C:20]([CH2:21][CH2:22][CH3:23])=[N:19][N:18]=3)[CH2:12][CH2:11]2)[CH2:6][CH2:5]1)[CH2:2][CH3:3]. Procedure: 0.25 mol of trans-4-(trans-4-n-propylcyclohexyl)cyclohexanecarbohydrazide is dissolved in 300 ml of pyridine. At room temperature, 0.25 mol of butyryl chloride is added dropwise, and the mixture is stirred for a further 11/2 hours. The mixture is then poured into 1.5 1 of ice/water, and the crystals are filtered off with suction and washed with water. The product obtained is recrystallized from toluene. 0.1 mol of this compound and 0.1 mol of Lawesson's reagent are refluxed for 10 hours in 200 m... Starting materials: Cl.OC(COC1=CC=C(N)C=C1)CN(C)C (4-[2-hydroxy-3-(N,N-dimethylamino)propoxy]aniline hydrochloride), ClC1=NC=CC(=N1)N1CCC2=CC=CC=C12 (2-chloro-4-(indolin-1-yl)pyrimidine), C(CCC)O (butanol). Run in CO (methanol), ii. Reaction conditions: temperature 100 celsius. The product is OC(COC1=CC=C(NC2=NC=CC(=N2)N2CCC3=CC=CC=C23)C=C1)CN(C)C (2-{4-[2-Hydroxy-3-(N,N-dimethylamino)propoxy]anilino}-4-(indolin-1-yl)pyrimidine). Isolated yield 64.4%. RXN SMILES: Cl.[OH:2][CH:3]([CH2:13][N:14]([CH3:16])[CH3:15])[CH2:4][O:5][C:6]1[CH:12]=[CH:11][C:9]([NH2:10])=[CH:8][CH:7]=1.Cl[C:18]1[N:23]=[C:22]([N:24]2[C:32]3[C:27](=[CH:28][CH:29]=[CH:30][CH:31]=3)[CH2:26][CH2:25]2)[CH:21]=[CH:20][N:19]=1.C(O)CCC>CO>[OH:2][CH:3]([CH2:13][N:14]([CH3:16])[CH3:15])[CH2:4][O:5][C:6]1[CH:12]=[CH:11][C:9]([NH:10][C:18]2[N:23]=[C:22]([N:24]3[C:32]4[C:27](=[CH:28][CH:29]=[CH:30][CH:31]=4)[CH2:26][CH2:25]3)[CH:21]=[CH:20][N:19]=2)=[CH:8][CH:7]=1 |f:0.1|. Procedure details: A hot solution of 4-[2-hydroxy-3-(N,N-dimethylamino)propoxy]aniline hydrochloride (Method 1, 219 mg, 0.77 mmol) in methanol (2 ml) was added to a solution of 2-chloro-4-(indolin-1-yl)pyrimidine (Method 3, 200 mg, 0.86 mmol) in ii-butanol (20 ml). The mixture was heated at 100° C. for 18 hours and silica (1 g) was added. Volatile material was removed by evaporation and the residue was purified by column chromatography, eluting with 0-5% 2.0M methanolic ammonia solution in DCM, to give the product...